Task: describe an organic reaction: reactants, conditions, products, and yield. Dataset: the Open Reaction Database (ORD), a public repository of structured organic reaction records The reactants are FC1=CC(=C(C=C1)N=C1SC[C@@H](N1)CC(C)C)C ((4S)-2-(4-fluoro -2-methylphenylimino)-4-isobutyl-1,3-thiazolidine), C(C(C)C)Br (isobutyl bromide). Product: FC1=CC(=C(C=C1)N=C1SC[C@@H](N1CC(C)C)CC(C)C)C ((4S)-2-(4-fluoro-2-methylphenylimino)-3,4-diisobutyl-1,3-thiazolidine). RXN SMILES: [F:1][C:2]1[CH:7]=[CH:6][C:5]([N:8]=[C:9]2[NH:13][C@@H:12]([CH2:14][CH:15]([CH3:17])[CH3:16])[CH2:11][S:10]2)=[C:4]([CH3:18])[CH:3]=1.[CH2:19](Br)[CH:20]([CH3:22])[CH3:21]>>[F:1][C:2]1[CH:7]=[CH:6][C:5]([N:8]=[C:9]2[N:13]([CH2:19][CH:20]([CH3:22])[CH3:21])[C@@H:12]([CH2:14][CH:15]([CH3:16])[CH3:17])[CH2:11][S:10]2)=[C:4]([CH3:18])[CH:3]=1. Reported procedure: (1S)-1-(Hydroxymethyl)-3-methylbutylamine was made from (L)-leucine methyl ester as described in Method B1b. The 2-hydroxyethylamine was converted to (1S)-1-(chloromethyl)-3-methylbutanammonium chloride as described in Method B7a. 4-Fluoro-2-methylphenyl isothiocyanate was reacted with (1S)-1-(chloromethyl)-3-methylbutanammonium chloride according to Method C1a to give (4S)-2-(4-fluoro -2-methylphenylimino)-4-isobutyl-1,3-thiazolidine. The thiazolidine was reacted with isobutyl bromide according... The reactants are CCOCC, CCO, Cn1ncc2c1CCCC2=O, CCCCCC, Cc1ccccc1, CCOC=O, [H-], [Na+]. The product is Cn1ncc2c1CCC(=CO)C2=O. RXN SMILES: [CH2:22]([O:23][CH2:24][CH3:25])[CH3:26].[CH3:19][CH2:20][OH:21].[CH3:1][n:2]1[n:3][cH:4][c:5]2[c:10]1[CH2:9][CH2:8][CH2:7][C:6]2=[O:11].[CH3:27][CH2:28][CH2:29][CH2:30][CH2:31][CH3:32].[CH3:33][c:34]1[cH:35][cH:36][cH:37][cH:38][cH:39]1.[CH:14](=[O:15])[O:16][CH2:17][CH3:18].[H-:12].[Na+:13]>>[CH3:1][n:2]1[n:3][cH:4][c:5]2[c:10]1[CH2:9][CH2:8][C:7](=[CH:14][OH:15])[C:6]2=[O:11]. Reactants: CN1P(C(N(C1=O)C)C1=CC(=C(C=C1)O)OC)(OC1=CC=CC=C1)=O (1,4-dimethyl-3-(4-hydroxy-3-methoxyphenyl)-2-phenoxy-1,4,2-diazaphospholidin-5-one-2-oxide), C(C)#N (acetonitrile), 10g, O (water). The solvent is 90g. Product: CN(C(=O)NC)C(C1=CC(=C(C=C1)O)OC)P(O)(O)=O (α-(1,3-Dimethylureido)-4-hydroxy-3-methoxybenzylphosphonic acid). As a reaction SMILES: [CH3:1][N:2]1[C:6](=[O:7])[N:5]([CH3:8])[CH:4]([C:9]2[CH:14]=[CH:13][C:12]([OH:15])=[C:11]([O:16][CH3:17])[CH:10]=2)[P:3]1(=[O:25])[O:18]C1C=CC=CC=1.C(#N)C.[OH2:29]>>[CH3:8][N:5]([CH:4]([P:3](=[O:25])([OH:18])[OH:29])[C:9]1[CH:14]=[CH:13][C:12]([OH:15])=[C:11]([O:16][CH3:17])[CH:10]=1)[C:6]([NH:2][CH3:1])=[O:7]. Procedure: A solution of 10.0g of 1,4-dimethyl-3-(4-hydroxy-3-methoxyphenyl)-2-phenoxy-1,4,2-diazaphospholidin-5-one-2-oxide in 90g of acetonitrile and 10g of water was warmed at reflux for 0.5 hr, and then most of the solvent was allowed to evaporate. The residue was recrystallized twice from ethanol to give 4.6g of white solid: mp 183°-184° (dec); 31P nmr (CD3SOCD3) -18.6 ppm (d, J = 24Hz); 1H nmr δ10.0 (broad, 3, OH), 5.7 (d, 1, J = 24Hz, CH), 3.8 (s, 3, OCH3), 2.9 (s, 3, NCH3), 2.7 (s, 3, NCH3); 6.7-7.... Reactants: CN1CCN(Cc2ccc(N)cn2)CC1, CO, COc1cc(OC)c(Cl)c(-c2ccc(C(=O)O)c3ncccc23)c1Cl, ClCCl. Product: COc1cc(OC)c(Cl)c(-c2ccc(C(=O)Nc3ccc(CN4CCN(C)CC4)nc3)c3ncccc23)c1Cl. Reaction SMILES: [CH3:26][N:27]1[CH2:28][CH2:29][N:30]([CH2:33][c:34]2[cH:35][cH:36][c:37]([NH2:40])[cH:38][n:39]2)[CH2:31][CH2:32]1.[CH3:44][OH:45].[Cl:1][c:2]1[c:3](-[c:13]2[c:14]3[cH:15][cH:16][cH:17][n:18][c:19]3[c:20]([C:23](=[O:24])[OH:25])[cH:21][cH:22]2)[c:4]([Cl:12])[c:5]([O:10][CH3:11])[cH:6][c:7]1[O:8][CH3:9].[Cl:41][CH2:42][Cl:43]>>[Cl:1][c:2]1[c:3](-[c:13]2[c:14]3[cH:15][cH:16][cH:17][n:18][c:19]3[c:20]([C:23](=[O:24])[NH:40][c:37]3[cH:36][cH:35][c:34]([CH2:33][N:30]4[CH2:29][CH2:28][N:27]([CH3:26])[CH2:32][CH2:31]4)[n:39][cH:38]3)[cH:21][cH:22]2)[c:4]([Cl:12])[c:5]([O:10][CH3:11])[cH:6][c:7]1[O:8][CH3:9]. As a reaction SMILES: [CH3:37][CH2:38][O:39][C:40](=[O:41])[CH3:42].[CH3:43][C:44]([OH:45])=[O:46].[CH:7]([CH3:8])([CH3:9])[c:10]1[cH:11][nH:12][c:13]2[cH:14][cH:15][c:16]([O:19][c:20]3[c:21]([C:33]([F:34])([F:35])[F:36])[cH:22][c:23]([CH2:30][C:31]#[N:32])[cH:24][c:25]3[C:26]([F:27])([F:28])[F:29])[cH:17][c:18]12.[OH2:6].[S:1](=[O:2])(=[O:3])([OH:4])[OH:5]>>[CH:7]([CH3:8])([CH3:9])[c:10]1[cH:11][nH:12][c:13]2[cH:14][cH:15][c:16]([O:19][c:20]3[c:21]([C:33]([F:34])([F:35])[F:36])[cH:22][c:23]([CH2:43][C:44]([OH:45])=[O:46])[cH:24][c:25]3[C:26]([F:27])([F:28])[F:29])[cH:17][c:18]12. Product: CC(C)c1c[nH]c2ccc(Oc3c(C(F)(F)F)cc(CC(=O)O)cc3C(F)(F)F)cc12. The reactants are CCOC(C)=O, CC(=O)O, CC(C)c1c[nH]c2ccc(Oc3c(C(F)(F)F)cc(CC#N)cc3C(F)(F)F)cc12, O, O=S(=O)(O)O. Reactants: [NH4+], C1CCOC1, O=C=NC1CCC(=O)c2ccccc21, [OH-]. Product: NC(=O)NC1CCC(=O)c2ccccc21. RXN SMILES: [NH4+:15].[O:17]1[CH2:18][CH2:19][CH2:20][CH2:21]1.[O:1]=[C:2]1[CH2:3][CH2:4][CH:5]([N:12]=[C:13]=[O:14])[c:6]2[cH:7][cH:8][cH:9][cH:10][c:11]21.[OH-:16]>>[O:1]=[C:2]1[CH2:3][CH2:4][CH:5]([NH:12][C:13](=[O:14])[NH2:15])[c:6]2[cH:7][cH:8][cH:9][cH:10][c:11]21.